This data is from the Open Reaction Database (ORD), a public repository of structured organic reaction records. The task is: describe an organic reaction: reactants, conditions, products, and yield Run at time 1 hour. The solvent is CO (methanol), CO (methanol), CO (methanol). Procedure: A solution of methyl thioglycolate (19.2 g, 181 mmoles) in methanol (100 mL) is added to a solution of sodium (8.0 g, 348 mmoles) in methanol (100 mL) with stirring, and cooling with an ice bath. A solution of methyl α-chloroacrylate (22.1 g, 183 mmoles) in methanol (25 mL) is then added at such a rate that the temperature does not exceed 30° C. After 1 hour at ambient temperature, the methanol is removed under reduced pressure. The residue is dissolved in water, acidified with HCl and steam dis... Starting materials: ClC(C(=O)OC)=C (methyl α-chloroacrylate), C(CS)(=O)OC (methyl thioglycolate), [Na] (sodium). As a reaction SMILES: [C:1]([O:5][CH3:6])(=[O:4])[CH2:2][SH:3].[Na].Cl[C:9](=[CH2:14])[C:10](OC)=[O:11]>CO>[OH:11][C:10]1[CH:9]=[CH:14][S:3][C:2]=1[C:1]([O:5][CH3:6])=[O:4] |^1:6|. Isolated yield 74.4%. The product is OC1=C(SC=C1)C(=O)OC (Methyl 3-hydroxy-2thiophenecarboxylate). Yield: 28.6%. Conditions: temperature 100 celsius, time 10 minute. Run in CN(C)C=O (DMF), CO (methanol), CN(C)C=O (DMF). The reactants are [Si](C)(C)(C(C)(C)C)OC[C@H](CCC1=CC=CC=C1)N1C=NC(=C1)C(=O)OC (methyl (S)-1-[1-(tert-butyldimethylsilyloxy)-4-phenyl-2-butyl]imidazole-4-carboxylate), O (water), C[O-].[Na+] (NaOMe), ice, Cl.NC(=N)N (guanidine hydrochloride). RXN SMILES: C[O-].[Na+].Cl.[NH2:5][C:6]([NH2:8])=[NH:7].[Si]([O:16][CH2:17][C@@H:18]([N:27]1[CH:31]=[C:30]([C:32](OC)=[O:33])[N:29]=[CH:28]1)[CH2:19][CH2:20][C:21]1[CH:26]=[CH:25][CH:24]=[CH:23][CH:22]=1)(C(C)(C)C)(C)C.O>CO.CN(C=O)C>[OH:16][CH2:17][C@@H:18]([N:27]1[CH:31]=[C:30]([C:32]([NH:7][C:6]([NH2:8])=[NH:5])=[O:33])[N:29]=[CH:28]1)[CH2:19][CH2:20][C:21]1[CH:26]=[CH:25][CH:24]=[CH:23][CH:22]=1 |f:0.1,2.3|. Reported procedure: A solution of 28% NaOMe in methanol (583 mg) was added to an ice cooled solution of guanidine hydrochloride (307 mg) in DMF (5 ml). After 10 minutes, methyl (S)-1-[1-(tert-butyl-dimethylsilyloxy)-4-phenyl-2-butyl]imidazole-4-carboxylate (obtained in Example 6) (250 mg) in DMF (2 ml) was added to the mixture and the resulting mixture was stirred at 100° C. for 5 hours. After cooling, the reaction mixture was poured into water (30 ml) and the solution was washed with ethyl acetate. The aqueous lay... The product is OC[C@H](CCC1=CC=CC=C1)N1C=NC(=C1)C(=O)NC(=N)N ((S)-1-[1-hydroxy-4-phenyl-2-butyl]imidazole-4-carbonylguanidine).